This data is from the Open Reaction Database (ORD), a public repository of structured organic reaction records. The task is: describe an organic reaction: reactants, conditions, products, and yield The reactants are C(=O)(O)[O-].[Na+] (NaHCO3), FC1=CC=C(C=C1)C1=CC(=CC(=C1)C(=O)OC)C(=O)O (4′-fluoro-5-(methoxycarbonyl)biphenyl-3-carboxylic acid), CCN=C=NCCCN(C)C.Cl (EDCI.HCl), O (H2O), FC1=CC=C(C=C1)CN ((4-fluorophenyl)methanamine), C=1C=CC2=C(C1)N=NN2O (HOBt). The solvent is CCOC(=O)C (EtOAc), CN(C)C=O.C(Cl)Cl (DMF CH2Cl2). Run at time 1 minute. The product is FC1=CC=C(C=C1)C1=CC(=CC(=C1)C(NCC1=CC=C(C=C1)F)=O)C(=O)OC (Methyl 4′-fluoro-5-(4-fluorobenzylcarbamoyl)biphenyl-3-carboxylate). Yield: 105.1%. Reaction SMILES: [F:1][C:2]1[CH:7]=[CH:6][C:5]([C:8]2[CH:13]=[C:12]([C:14]([O:16][CH3:17])=[O:15])[CH:11]=[C:10]([C:18]([OH:20])=O)[CH:9]=2)=[CH:4][CH:3]=1.CCN=C=NCCCN(C)C.Cl.C1C=CC2N(O)N=NC=2C=1.O.[F:44][C:45]1[CH:50]=[CH:49][C:48]([CH2:51][NH2:52])=[CH:47][CH:46]=1.C([O-])(O)=O.[Na+]>CN(C=O)C.C(Cl)Cl.CCOC(C)=O>[F:1][C:2]1[CH:3]=[CH:4][C:5]([C:8]2[CH:9]=[C:10]([C:18](=[O:20])[NH:52][CH2:51][C:48]3[CH:49]=[CH:50][C:45]([F:44])=[CH:46][CH:47]=3)[CH:11]=[C:12]([C:14]([O:16][CH3:17])=[O:15])[CH:13]=2)=[CH:6][CH:7]=1 |f:1.2,6.7,8.9|. Procedure details: To a solution of 4′-fluoro-5-(methoxycarbonyl)biphenyl-3-carboxylic acid (400 mg, 1.459 mmol) in DMF/CH2Cl2 at rt was added EDCI.HCl (363 mg, 1.896 mmol) followed by HOBt.H2O (197 mg, 1.459 mmol). After one minute, (4-fluorophenyl)methanamine (183 mg, 1.459 mmol) was added to the mixture and the reaction mixture was stirred at rt for 4 h. To the reaction mixture were added EtOAc and aq. NaHCO3. The EtOAc layer was separated, washed with water, dried over MgSO4 and concentrated in vacuo to obtain...